From a dataset of the Open Reaction Database (ORD), a public repository of structured organic reaction records. describe an organic reaction: reactants, conditions, products, and yield Starting materials: COC(C1=CC(=CC(=C1)O)O)=O (3,5-dihydroxybenzoic acid methyl ester), BrCCCOC1=CC=C(C=C1)C1=CC=CC=C1 (4-(3-bromopropoxy)-1,1-biphenyl), [I-].[Na+] (sodium iodide), C([O-])([O-])=O.[K+].[K+] (potassium carbonate). Solvent: CC(=O)C (acetone), CN(C)C=O (DMF). Product: COC(C1=CC(=CC(=C1)OCCCOC1=CC=C(C=C1)C1=CC=CC=C1)OCCCOC1=CC=C(C=C1)C1=CC=CC=C1)=O (3,5-bis [3-(1,1'-biphenyl-4-yloxy)propoxy]benzoic acid methyl ester). Isolated yield 54.2%. Reaction SMILES: [CH3:1][O:2][C:3](=[O:12])[C:4]1[CH:9]=[C:8]([OH:10])[CH:7]=[C:6]([OH:11])[CH:5]=1.Br[CH2:14][CH2:15][CH2:16][O:17][C:18]1[CH:23]=[CH:22][C:21]([C:24]2[CH:29]=[CH:28][CH:27]=[CH:26][CH:25]=2)=[CH:20][CH:19]=1.[I-].[Na+].[C:32](=[O:35])([O-])[O-].[K+].[K+]>CC(C)=O.CN(C=O)C>[CH3:1][O:2][C:3](=[O:12])[C:4]1[CH:5]=[C:6]([O:11][CH2:14][CH2:15][CH2:16][O:17][C:18]2[CH:23]=[CH:22][C:21]([C:24]3[CH:29]=[CH:28][CH:27]=[CH:26][CH:25]=3)=[CH:20][CH:19]=2)[CH:7]=[C:8]([O:10][CH2:16][CH2:15][CH2:14][O:35][C:32]2[CH:26]=[CH:25][C:24]([C:21]3[CH:22]=[CH:23][CH:18]=[CH:19][CH:20]=3)=[CH:29][CH:28]=2)[CH:9]=1 |f:2.3,4.5.6|. Procedure: A mixture of 0.79 g (4.7 mmol) of 3,5-dihydroxybenzoic acid methyl ester, 3.0 g (10.3 mmol) of 4-(3-bromopropoxy)-1,1-biphenyl, 1.55 g (10.3 mmol) of sodium iodide and 3.9 g (28 mmol) of potassium carbonate in 80 mL of anhydrous acetone and 40 mL of DMF was stirred at reflux for 39 hours. The solvents were removed at reduced pressure, water was added to the residue and the product was extracted with chloroform. The dried extract was concentrated to a solid which was purified by chromatography on... The reactants are CSCCC(NC(=O)OCc1ccccc1)C(=O)OC(C)(C)CN1CCOCC1, CC(=O)OI1(OC(C)=O)(OC(C)=O)OC(=O)c2ccccc21, O. The product is CSCCC(N)C(=O)OC(C)(C)CN1CCOCC1. Reaction SMILES: [CH2:1]([O:2][C:3](=[O:4])[NH:11][CH:12]([C:13](=[O:14])[O:15][C:16]([CH3:17])([CH3:18])[CH2:19][N:20]1[CH2:21][CH2:22][O:23][CH2:24][CH2:25]1)[CH2:26][CH2:27][S:28][CH3:29])[c:5]1[cH:6][cH:7][cH:8][cH:9][cH:10]1.[CH3:31][C:32]([O:33][I:34]1([O:44][C:45]([CH3:46])=[O:47])([O:48][C:49]([CH3:50])=[O:51])[c:35]2[c:36]([cH:37][cH:38][cH:39][cH:40]2)[C:41](=[O:42])[O:43]1)=[O:52].[OH2:30]>>[NH2:11][CH:12]([C:13](=[O:14])[O:15][C:16]([CH3:17])([CH3:18])[CH2:19][N:20]1[CH2:21][CH2:22][O:23][CH2:24][CH2:25]1)[CH2:26][CH2:27][S:28][CH3:29].